This data is from the Open Reaction Database (ORD), a public repository of structured organic reaction records. The task is: describe an organic reaction: reactants, conditions, products, and yield Starting materials: resultant mixture, N\C(=C/C(=O)OCC)\C(F)(F)F (ethyl 3-amino-4,4,4-trifluorocrotonate), ClC1=CC(=C(NC(OCC)=O)C=C1NS(=O)(=O)CC)F (ethyl 4-chloro-5-ethylsulfonylamino-2-fluorocarbanilate), C[O-].[Na+] (sodium methoxide). The solvent is CN(C=O)C (N,N-dimethylformamide). Run at temperature 5 celsius. Yields the product ClC1=CC(=C(C=C1NS(=O)(=O)CC)N1C(NC(=CC1=O)C(F)(F)F)=O)F (3-(4-chloro-5-ethylsulfonylamino-2-fluorophenyl)-6-trifluoromethyl-2,4(1H,3H)-pyrimidinedione). Yield: 77.0%. As a reaction SMILES: [NH2:1]/[C:2](/[C:9]([F:12])([F:11])[F:10])=[CH:3]\[C:4]([O:6]CC)=O.C[O-].[Na+].[Cl:16][C:17]1[C:28]([NH:29][S:30]([CH2:33][CH3:34])(=[O:32])=[O:31])=[CH:27][C:20]([NH:21][C:22](=O)[O:23]CC)=[C:19]([F:35])[CH:18]=1>CN(C)C=O>[Cl:16][C:17]1[C:28]([NH:29][S:30]([CH2:33][CH3:34])(=[O:32])=[O:31])=[CH:27][C:20]([N:21]2[C:4](=[O:6])[CH:3]=[C:2]([C:9]([F:10])([F:11])[F:12])[NH:1][C:22]2=[O:23])=[C:19]([F:35])[CH:18]=1 |f:1.2|. Procedure: 1.06 g (5.77 mmol) of ethyl 3-amino-4,4,4-trifluorocrotonate was dissolved in 6.2 ml of N,N-dimethylformamide and 0.82 g (14.4 mmol) of sodium methoxide was added thereto. The reaction mixture was cooled to not higher than 5° C. after 10 minutes, and 1.56 g (4.81 mmol) of ethyl 4-chloro-5-ethylsulfonylamino-2-fluorocarbanilate was added thereto. The resultant mixture was heated to 110° C. and reacted for 4 hours. After the reaction was completed, N,N-dimethylformamide was distilled off and the r... The reactants are O=C(O)c1ccc(B(O)O)cc1, CCO, Cc1ccccc1, CO, Clc1ccncc1, Cl, [Na+], [Na+], O=C([O-])[O-], Cl[Pd]Cl, c1ccc(P(CCCCP(c2ccccc2)c2ccccc2)c2ccccc2)cc1. As a reaction SMILES: [C:9](=[O:10])([OH:11])[c:12]1[cH:13][cH:14][c:15]([B:18]([OH:19])[OH:20])[cH:16][cH:17]1.[CH3:27][CH2:28][OH:29].[CH3:30][c:31]1[cH:32][cH:33][cH:34][cH:35][cH:36]1.[CH3:37][OH:38].[Cl:2][c:3]1[cH:4][cH:5][n:6][cH:7][cH:8]1.[ClH:1].[Na+:21].[Na+:22].[O-:23][C:24](=[O:25])[O-:26].[Pd:39]([Cl:40])[Cl:41].[c:42]1([P:43]([c:44]2[cH:45][cH:46][cH:47][cH:48][cH:49]2)[CH2:50][CH2:51][CH2:52][CH2:53][P:54]([c:55]2[cH:56][cH:57][cH:58][cH:59][cH:60]2)[c:61]2[cH:62][cH:63][cH:64][cH:65][cH:66]2)[cH:67][cH:68][cH:69][cH:70][cH:71]1>>[Na+:21].[c:3]1(-[c:15]2[cH:14][cH:13][c:12]([C:9](=[O:10])[O-:11])[cH:17][cH:16]2)[cH:4][cH:5][n:6][cH:7][cH:8]1. Yields the product [Na+], O=C([O-])c1ccc(-c2ccncc2)cc1. Starting materials: Cc1nc(C(F)(F)F)ccc1C(=O)Cl, CS(=O)(=O)Cc1ccc(C(=O)Nc2ccc(Cl)c(-c3ccccn3)c2)cc1N. Yields the product Cc1nc(C(F)(F)F)ccc1C(=O)Nc1cc(C(=O)Nc2ccc(Cl)c(-c3ccccn3)c2)ccc1CS(C)(=O)=O. RXN SMILES: [CH3:29][c:30]1[c:31]([C:32](=[O:33])[Cl:34])[cH:35][cH:36][c:37]([C:39]([F:40])([F:41])[F:42])[n:38]1.[NH2:1][c:2]1[cH:3][c:4]([C:5](=[O:6])[NH:7][c:8]2[cH:9][c:10](-[c:15]3[n:16][cH:17][cH:18][cH:19][cH:20]3)[c:11]([Cl:14])[cH:12][cH:13]2)[cH:21][cH:22][c:23]1[CH2:24][S:25](=[O:26])(=[O:27])[CH3:28]>>[NH:1]([c:2]1[cH:3][c:4]([C:5](=[O:6])[NH:7][c:8]2[cH:9][c:10](-[c:15]3[n:16][cH:17][cH:18][cH:19][cH:20]3)[c:11]([Cl:14])[cH:12][cH:13]2)[cH:21][cH:22][c:23]1[CH2:24][S:25](=[O:26])(=[O:27])[CH3:28])[C:32]([c:31]1[c:30]([CH3:29])[n:38][c:37]([C:39]([F:40])([F:41])[F:42])[cH:36][cH:35]1)=[O:33]. The reactants are C(C)(=O)OC(C)=O (acetic anhydride), C(=O)O (formic acid), Cl.OC=1C(=CC(=C2C3CCCCC3C(C12)NC)C)C(C=C)C (8-hydroxy-5-methyl-9-methylamino-7-(1-methyl-2-propenyl)-1,2,3,4,4a,9a-hexahydrofluorene hydrochloride), C(C)(=O)OC(C)=O (acetic anhydride). The solvent is O (water). Conditions: time 15 hour. Product: OC=1C(=CC(=C2C3CCCCC3C(C12)N(C=O)C)C)C(C=C)C (8-hydroxy-5-methyl-9-(N-methyl-N-formylamino)-7-(1-methyl-2-propenyl)-1,2,3,4,4a,9a-hexahydrofluorene). Reaction SMILES: C(OC(=O)C)(=O)C.[CH:8]([OH:10])=O.Cl.[OH:12][C:13]1[C:14]([CH:29]([CH3:32])[CH:30]=[CH2:31])=[CH:15][C:16]([CH3:28])=[C:17]2[C:25]=1[CH:24]([NH:26][CH3:27])[CH:23]1[CH:18]2[CH2:19][CH2:20][CH2:21][CH2:22]1>O>[OH:12][C:13]1[C:14]([CH:29]([CH3:32])[CH:30]=[CH2:31])=[CH:15][C:16]([CH3:28])=[C:17]2[C:25]=1[CH:24]([N:26]([CH3:27])[CH:8]=[O:10])[CH:23]1[CH:18]2[CH2:19][CH2:20][CH2:21][CH2:22]1 |f:2.3|. Reported procedure: 2.0 Milliliters of acetic anhydride and 1.0 ml of 98% formic acid were mixed and the mixture was stirred under heating for 2 hours and left to stand of cooling. To the resulting solution were added 3.0 g of 8-hydroxy-5-methyl-9-methylamino-7-(1-methyl-2-propenyl)-1,2,3,4,4a,9a-hexahydrofluorene hydrochloride and 10 ml of acetic anhydride and reaction was carried out at 60° C. for 2 hours and at room temperature for 15 hours. To the reaction mixture was added water and the separated solid was col... As a reaction SMILES: [CH2:39]([Cl:40])[Cl:41].[CH:19]1([CH2:24][CH:25]([C:26](=[O:27])[Cl:28])[c:29]2[cH:30][c:31]([C:35]([F:36])([F:37])[F:38])[cH:32][cH:33][cH:34]2)[CH2:20][CH2:21][CH2:22][CH2:23]1.[NH2:1][c:2]1[n:3][n:4]([CH2:7][CH2:8][CH2:9][OH:10])[cH:5][cH:6]1.[n:11]1[c:12]([CH3:13])[cH:14][cH:15][cH:16][c:17]1[CH3:18]>>[NH:1]([c:2]1[n:3][n:4]([CH2:7][CH2:8][CH2:9][OH:10])[cH:5][cH:6]1)[C:26]([CH:25]([CH2:24][CH:19]1[CH2:20][CH2:21][CH2:22][CH2:23]1)[c:29]1[cH:30][c:31]([C:35]([F:36])([F:37])[F:38])[cH:32][cH:33][cH:34]1)=[O:27]. The product is O=C(Nc1ccn(CCCO)n1)C(CC1CCCC1)c1cccc(C(F)(F)F)c1. Reactants: ClCCl, O=C(Cl)C(CC1CCCC1)c1cccc(C(F)(F)F)c1, Nc1ccn(CCCO)n1, Cc1cccc(C)n1. Reactants: O=C([O-])[O-], CC#N, Oc1nc(F)c(Cl)cc1Cl, [K+], [K+], COP(=S)(Cl)OC. The product is COP(=S)(OC)Oc1nc(F)c(Cl)cc1Cl. As a reaction SMILES: [C:11](=[O:12])([O-:13])[O-:14].[CH3:24][C:25]#[N:26].[Cl:1][c:2]1[c:3]([OH:10])[n:4][c:5]([F:9])[c:6]([Cl:8])[cH:7]1.[K+:15].[K+:16].[P:17]([O:18][CH3:19])([O:20][CH3:21])([Cl:22])=[S:23]>>[Cl:1][c:2]1[c:3]([O:10][P:17]([O:18][CH3:19])([O:20][CH3:21])=[S:23])[n:4][c:5]([F:9])[c:6]([Cl:8])[cH:7]1. The reactants are N#Cc1ccc2c(c1)CC(C=O)C2, Cl, Cc1nc2cc(F)ccc2n1C1CCC(N)CC1. The product is Cc1nc2cc(F)ccc2n1C1CCC(NCC2Cc3ccc(C#N)cc3C2)CC1. RXN SMILES: [CH:20](=[O:21])[CH:22]1[CH2:23][c:24]2[cH:25][cH:26][c:27]([C:31]#[N:32])[cH:28][c:29]2[CH2:30]1.[ClH:1].[F:2][c:3]1[cH:4][c:5]2[c:6]([n:7]([CH:11]3[CH2:12][CH2:13][CH:14]([NH2:17])[CH2:15][CH2:16]3)[c:8]([CH3:10])[n:9]2)[cH:18][cH:19]1>>[F:2][c:3]1[cH:4][c:5]2[c:6]([n:7]([CH:11]3[CH2:12][CH2:13][CH:14]([NH:17][CH2:20][CH:22]4[CH2:23][c:24]5[cH:25][cH:26][c:27]([C:31]#[N:32])[cH:28][c:29]5[CH2:30]4)[CH2:15][CH2:16]3)[c:8]([CH3:10])[n:9]2)[cH:18][cH:19]1.